Task: describe an organic reaction: reactants, conditions, products, and yield. Dataset: the Open Reaction Database (ORD), a public repository of structured organic reaction records Starting materials: NC=1SCCN1 (2-aminothiazoline), BrC(C(C1=CC=C(C=C1)C#N)=O)C1=CC=C(C=C1)C#N (1-bromo-2-oxo-1,2-di(4-cyanophenyl)ethane), ( b ). Solvent: CN(C)C=O (DMF), O (water). Reaction conditions: time 18 hour. The product is ( c ), C(#N)C1=CC=C(C=C1)C1=C(N=C2SCCN21)C2=CC=C(C=C2)C#N (5,6-bis(4-cyanophenyl)-2,3-dihydroimidazo[2,1-b]thiazole). RXN SMILES: Br[CH:2]([C:13]1[CH:18]=[CH:17][C:16]([C:19]#[N:20])=[CH:15][CH:14]=1)[C:3](=O)[C:4]1[CH:9]=[CH:8][C:7]([C:10]#[N:11])=[CH:6][CH:5]=1.[NH2:21][C:22]1[S:23][CH2:24][CH2:25][N:26]=1>CN(C=O)C.O>[C:10]([C:7]1[CH:8]=[CH:9][C:4]([C:3]2[N:26]3[C:22]([S:23][CH2:24][CH2:25]3)=[N:21][C:2]=2[C:13]2[CH:18]=[CH:17][C:16]([C:19]#[N:20])=[CH:15][CH:14]=2)=[CH:5][CH:6]=1)#[N:11]. Procedure: A mixture of 3.8 g of 1-bromo-2-oxo-1,2-di(4-cyanophenyl)ethane, prepared as described above in part (b) and 3.8 g of 2-aminothiazoline in 70 ml of DMF was stirred at room temperature for 18 hours. The reaction mixture was diluted with cold water, and the precipitated product was filtered and dried in vacuum. The material was suspended in 200 ml of toluene, 125 mg of p-toluenesulfonic acid was added, and the mixture was refluxed for 2 hours with removal of water. After cooling, the crude product... Reactants: C1(C=2C(C(=O)O1)=CC=CC2)=O (phthalic anhydride), NC(C#N)(C(C)C)C (2-amino-2,3-dimethylbutyronitrile). Run in C(Cl)Cl (methylene chloride), C(Cl)Cl (methylene chloride). Run at time 3 hour. Product: C(#N)C(C(C)C)(C)NC(C=1C(C(=O)O)=CC=CC1)=O (N-(1-cyano-1,2-dimethylpropyl)phthalamic acid). The yield is 89.8%. As a reaction SMILES: [C:1]1(=[O:11])[O:6][C:4](=[O:5])[C:3]2=[CH:7][CH:8]=[CH:9][CH:10]=[C:2]12.[NH2:12][C:13]([CH3:19])([CH:16]([CH3:18])[CH3:17])[C:14]#[N:15]>C(Cl)Cl>[C:14]([C:13]([NH:12][C:4](=[O:5])[C:3]1[C:2](=[CH:10][CH:9]=[CH:8][CH:7]=1)[C:1]([OH:6])=[O:11])([CH3:19])[CH:16]([CH3:18])[CH3:17])#[N:15]. Procedure: To a stirred boiling mixture of 28.1 g (0.189 mole) of phthalic anhydride in 28 ml methylene chloride is added dropwise 23.6 g (0.21 mole) of 2-amino-2,3-dimethylbutyronitrile in 57 ml methylene chloride. After the addition, heating is continued for 3 hours. The mixture is cooled and the precipitate removed by filtration, washed with methylene chloride and air-dried to give 44.2 g (90%) of N-(1-cyano-1,2-dimethylpropyl)phthalamic acid, melting point 154°-155° C.